From a dataset of the Open Reaction Database (ORD), a public repository of structured organic reaction records. describe an organic reaction: reactants, conditions, products, and yield The reactants are C1CCOC1, CO, COC(=O)c1cnc(Cl)cn1, ClCCl, [Na+], [OH-]. Product: O=C(O)c1cnc(Cl)cn1. RXN SMILES: [CH2:14]1[O:15][CH2:16][CH2:17][CH2:18]1.[CH3:19][OH:20].[CH3:1][O:2][C:3](=[O:4])[c:5]1[n:6][cH:7][c:8]([Cl:11])[n:9][cH:10]1.[Cl:21][CH2:22][Cl:23].[Na+:13].[OH-:12]>>[O:2]=[C:3]([OH:4])[c:5]1[n:6][cH:7][c:8]([Cl:11])[n:9][cH:10]1. Reactants: ClC(Cl)Cl, Cc1cc(CCl)on1, CCOP(OCC)OCC. RXN SMILES: [Cl:19][CH:20]([Cl:21])[Cl:22].[Cl:1][CH2:2][c:3]1[cH:4][c:5]([CH3:8])[n:6][o:7]1.[P:9]([O:10][CH2:11][CH3:12])([O:13][CH2:14][CH3:15])[O:16][CH2:17][CH3:18]>>[CH2:2]([c:3]1[cH:4][c:5]([CH3:8])[n:6][o:7]1)[P:9]([O:10][CH2:11][CH3:12])([O:13][CH2:14][CH3:15])=[O:16]. Yields the product CCOP(=O)(Cc1cc(C)no1)OCC. The reactants are Cl (HCl), FC1=C(C(=C2CCCOC2=C1F)I)OCOC (7,8-difluoro-5-iodo-6-methoxymethoxychroman). The solvent is C1CCOC1 (THF), CC(C)(C)OC (MTBE). Run at temperature 20 celsius, time 18 hour. Product: FC1=C(C(=C2CCCOC2=C1F)I)O (7,8-difluoro-5-iodochroman-6-ol). Reaction SMILES: Cl.[F:2][C:3]1[C:12]([F:13])=[C:11]2[C:6]([CH2:7][CH2:8][CH2:9][O:10]2)=[C:5]([I:14])[C:4]=1[O:15]COC>C1COCC1.CC(OC)(C)C>[F:2][C:3]1[C:12]([F:13])=[C:11]2[C:6]([CH2:7][CH2:8][CH2:9][O:10]2)=[C:5]([I:14])[C:4]=1[OH:15]. Procedure: 10.4 ml of conc. HCl are added to a solution of 20.2 g (56.7 mmol) of 7,8-difluoro-5-iodo-6-methoxymethoxychroman in 100 ml of THF, and the mixture is stirred at 20° C. for 18 h. The batch is diluted with MTBE, and the solution is washed with water. The aqueous phase is extracted with MTBE, and the combined organic phases are washed with water and sat. sodium chloride soln. The solution is dried using sodium sulfate and concentrated to dryness. The crude product is purified by column chromatogra... Reactants: [N+](=O)([O-])C=1C=CC2=C([C@@H]3[C@H]([C@](O2)(C(OC)OC)C)O3)C1 ((2S,3R,4R)-6-nitro-2-methyl-2-dimethoxymethyl-3,4-epoxy-3,4-dihydro-2H-1-benzopyran), CC1=C(C=CC=C1C)NCC=1N=NN(N1)C (N-(2,3-dimethylphenyl)-N-(2-methyl-2H-tetrazol-5-ylmethyl)amine). The product is [N+](=O)([O-])C=1C=CC2=C([C@@H]([C@H]([C@](O2)(C(OC)OC)C)O)N(CC=2N=NN(N2)C)C2=C(C(=CC=C2)C)C)C1 ((2S,3R,4S)-6-nitro-4-[N-(2,3-dimethylphenyl)-N-(2-methyl-2H-tetrazol-5-ylmethyl)amino]-3-hydroxy-2-methyl-2-dimethoxymethyl-3,4-dihydro-2H-1-benzopyran). Isolated yield 47.0%. Reaction SMILES: [N+:1]([C:4]1[CH:5]=[CH:6][C:7]2[O:12][C@:11]([CH3:18])([CH:13]([O:16][CH3:17])[O:14][CH3:15])[C@@H:10]3[O:19][C@@H:9]3[C:8]=2[CH:20]=1)([O-:3])=[O:2].[CH3:21][C:22]1[C:27]([CH3:28])=[CH:26][CH:25]=[CH:24][C:23]=1[NH:29][CH2:30][C:31]1[N:32]=[N:33][N:34]([CH3:36])[N:35]=1>>[N+:1]([C:4]1[CH:5]=[CH:6][C:7]2[O:12][C@:11]([CH3:18])([CH:13]([O:16][CH3:17])[O:14][CH3:15])[C@H:10]([OH:19])[C@@H:9]([N:29]([C:23]3[CH:24]=[CH:25][CH:26]=[C:27]([CH3:28])[C:22]=3[CH3:21])[CH2:30][C:31]3[N:32]=[N:33][N:34]([CH3:36])[N:35]=3)[C:8]=2[CH:20]=1)([O-:3])=[O:2]. Procedure details: The same procedure as step 3 of example 1 was accomplished, except for using the epoxide compound (300 mg, 1.07 mmol) obtained in step 1 of example 2 and N-(2,3-dimethylphenyl)-N-(2-methyl-2H-tetrazol-5-ylmethyl)amine. The crude product was purified by silica gel column chromatography (developing solvent-n-hexane:ethyl acetate=2:1), to give desired compound (253 mg, yield: 47%). The reactants are ClCCC1=CC=C(C=C1)C(CCCC1CCCCC1)C (4-[p-(2-chloroethyl)phenyl]pentylcyclohexane), CS(=O)C (dimethyl sulfoxide), [C-]#N.[Na+] (sodium cyanide), Cl[O-].[Na+] (sodium hypochlorite). The solvent is O (water). Yields the product C(#N)CCC1=CC=C(C=C1)C(CCCC1CCCCC1)C (4-[p-(2-cyanoethyl)phenyl]pentylcyclohexane). As a reaction SMILES: Cl[CH2:2][CH2:3][C:4]1[CH:9]=[CH:8][C:7]([CH:10]([CH3:20])[CH2:11][CH2:12][CH2:13][CH:14]2[CH2:19][CH2:18][CH2:17][CH2:16][CH2:15]2)=[CH:6][CH:5]=1.CS(C)=O.[C-:25]#[N:26].[Na+].Cl[O-].[Na+]>O>[C:25]([CH2:2][CH2:3][C:4]1[CH:9]=[CH:8][C:7]([CH:10]([CH3:20])[CH2:11][CH2:12][CH2:13][CH:14]2[CH2:19][CH2:18][CH2:17][CH2:16][CH2:15]2)=[CH:6][CH:5]=1)#[N:26] |f:2.3,4.5|. Procedure: 9 Grams of the 4-[p-(2-chloroethyl)phenyl]pentylcyclohexane, 100 ml of dimethyl sulfoxide ((CH3)2SO) and 23 g of sodium cyanide (NaCN) were stirred together at 140° to 150° C. for 2 hours. After the resulting mixture was cooled, a 10% aqueous sodium hypochlorite (NaClO) solution was added. Further, water was added thereto, and the precipitate was recrystallized from ligroin to obtain 4-[p-(2-cyanoethyl)phenyl]pentylcyclohexane. The melting point of this compound was 44° to 46° C. The reactants are CC(C)CC(=O)CBr, O=C1NC(=O)c2ccccc21, Cc1ccccc1, [K]. The product is CC(C)CC(=O)CN1C(=O)c2ccccc2C1=O. Reaction SMILES: [Br:1][CH2:2][C:3]([CH2:4][CH:5]([CH3:6])[CH3:7])=[O:8].[C:9]1(=[O:19])[c:10]2[c:11]([cH:15][cH:16][cH:17][cH:18]2)[C:12](=[O:14])[NH:13]1.[CH3:21][c:22]1[cH:23][cH:24][cH:25][cH:26][cH:27]1.[K:20]>>[CH2:2]([C:3]([CH2:4][CH:5]([CH3:6])[CH3:7])=[O:8])[N:13]1[C:9](=[O:19])[c:10]2[c:11]([cH:15][cH:16][cH:17][cH:18]2)[C:12]1=[O:14].